The task is: describe an organic reaction: reactants, conditions, products, and yield. This data is from the Open Reaction Database (ORD), a public repository of structured organic reaction records. Reactants: FC(C(CC(=O)OCC)=O)(F)F (ethyl 4,4,4-trifluoroacetoacetate), CC(=O)OC(=O)C (Ac2O). Product: C(C)OC=C(C(=O)OCC)C(=O)C(F)(F)F (ETHYL ETHOXYMETHYLENE-4,4,4-TRIFLUOROACETOACETATE). The yield is 98.0%. As a reaction SMILES: [F:1][C:2]([F:12])([F:11])[C:3](=[O:10])[CH2:4][C:5]([O:7][CH2:8][CH3:9])=[O:6].[CH3:13][C:14]([O:16][C:17](C)=O)=O>>[CH2:14]([O:16][CH:17]=[C:4]([C:3]([C:2]([F:11])([F:12])[F:1])=[O:10])[C:5]([O:7][CH2:8][CH3:9])=[O:6])[CH3:13]. Reported procedure: A solution of ethyl 4,4,4-trifluoroacetoacetate (46 g, 0.25 mol) triethyl orthoformate (74 g, 0.50 mol) and Ac2O (77 g, 0.75 mol) was heated at 120-140° C. for 7 h. The mixture was concentrated and distilled to give the title compound in a 98% yield (58.6 g); b.p. 80-90° C., 1.5 mm/Hg. Reactants: [OH-].[Li+] (lithium hydroxide), C(C)OC(=O)N[C@@H](COC=1C=C(C=CC1)C1=CC(=CC=C1)NC(=O)NCCC)C(=O)OC (Methyl N-(ethoxycarbonyl)-O-(3′-{[(propylamino)carbonyl]amino}-1,1′-biphenyl-3-yl)-L-serinate), Cl (HCl). Solvent: C1CCOC1.CO.O (THF MeOH H2O). Conditions: temperature 0 celsius, time 1 hour. Yields the product C(C)OC(=O)N[C@@H](COC=1C=C(C=CC1)C1=CC(=CC=C1)NC(=O)NCCC)C(=O)O (N-(Ethoxycarbonyl)-O-(3′-{[(propylamino)carbonyl]amino}-1,1′-biphenyl-3-yl)-L-serine). RXN SMILES: [CH2:1]([O:3][C:4]([NH:6][C@H:7]([C:29]([O:31]C)=[O:30])[CH2:8][O:9][C:10]1[CH:11]=[C:12]([C:16]2[CH:21]=[CH:20][CH:19]=[C:18]([NH:22][C:23]([NH:25][CH2:26][CH2:27][CH3:28])=[O:24])[CH:17]=2)[CH:13]=[CH:14][CH:15]=1)=[O:5])[CH3:2].[OH-].[Li+].Cl>C1COCC1.CO.O>[CH2:1]([O:3][C:4]([NH:6][C@H:7]([C:29]([OH:31])=[O:30])[CH2:8][O:9][C:10]1[CH:11]=[C:12]([C:16]2[CH:21]=[CH:20][CH:19]=[C:18]([NH:22][C:23]([NH:25][CH2:26][CH2:27][CH3:28])=[O:24])[CH:17]=2)[CH:13]=[CH:14][CH:15]=1)=[O:5])[CH3:2] |f:1.2,4.5.6|. Procedure: The compound of Example 7 (100.0 mg, 0.23 mmol, 1 equiv) was dissolved in THF/MeOH/H2O (3:1:1 2.3 mL) and the solution was cooled to 0° C. followed by addition of solid lithium hydroxide (5.4 mg, 0.23 mmol, 1 equiv). The reaction mixture was allowed to reach rt and stirred for 1 hour. It was acidified with 0.1 M aqueous HCl solution to pH 3 and extracted three times with ethyl acetate. The combined organic extracts were dried over Na2SO4 and the solvents were removed under reduced pressure and t... Starting materials: C(C)O (ethanol), N1C(=O)NC=2N=CNC2C1=O (Xanthine), C(C)N(CC)CCCl (diethylaminoethyl chloride). The solvent is [OH-].[Na+] (sodium hydroxide). The product is C(C)N(CCN1C=NC=2NC(NC(C12)=O)=O)CC (7-(2-diethylaminoethyl)xanthine). Isolated yield 15.0%. RXN SMILES: [NH:1]1[C:10](=[O:11])[C:9]2[NH:8][CH:7]=[N:6][C:5]=2[NH:4][C:2]1=[O:3].C(O)C.[CH2:15]([N:17]([CH2:20][CH2:21]Cl)[CH2:18][CH3:19])[CH3:16]>[OH-].[Na+]>[CH2:15]([N:17]([CH2:20][CH3:21])[CH2:18][CH2:19][N:8]1[C:9]2[C:10](=[O:11])[NH:1][C:2](=[O:3])[NH:4][C:5]=2[N:6]=[CH:7]1)[CH3:16] |f:3.4|. Procedure details: Xanthine (30.4 g) was dissolved in aqueous sodium hydroxide solution (8 g in 500 ml) containing ethanol (100 ml). The solution was stirred, and diethylaminoethyl chloride (liberated from its salts) (27.0 g) was added at room temperature. The mixture was stirred on a steam bath for 18 hours, then evaporated to dryness. The residue was fractionally recrystallised from isopropyl alcohol to give 7-(2-diethylaminoethyl)xanthine (7.5 g). The solid was stirred in dry tetrahydrofuran (1 liter) at -15° C... The reactants are C12C(C3CC(CC(C1)C3)C2)NC(=O)C=2C=NN(C2Cl)C2=CC=CC=C2 (5-chloro-1-phenyl-1H-pyrazole-4-carboxylic acid adamantan-2-ylamide), C12C(C3CC(CC(C1)C3)C2)NC(=O)C=2C=NN(C2Cl)C2=CC=CC=C2 (5-chloro-1-phenyl-1H-pyrazole-4-carboxylic acid adamantan-2-ylamide), NCC(C)O (1-amino-2-propanol). Product: C12C(C3CC(CC(C1)C3)C2)NC(=O)C=2C=NN(C2NCC(C)O)C2=CC=CC=C2 (5-(2-Hydroxy-propylamino)-1-phenyl-1H-pyrazole-4-carboxylic acid adamantan-2-ylamide). As a reaction SMILES: [CH:1]12[CH2:10][CH:5]3[CH2:6][CH:7]([CH2:9][CH:3]([CH2:4]3)[CH:2]1[NH:11][C:12]([C:14]1[CH:15]=[N:16][N:17]([C:20]3[CH:25]=[CH:24][CH:23]=[CH:22][CH:21]=3)[C:18]=1Cl)=[O:13])[CH2:8]2.[NH2:26][CH2:27][CH:28]([OH:30])[CH3:29]>>[CH:1]12[CH2:10][CH:5]3[CH2:6][CH:7]([CH2:9][CH:3]([CH2:4]3)[CH:2]1[NH:11][C:12]([C:14]1[CH:15]=[N:16][N:17]([C:20]3[CH:25]=[CH:24][CH:23]=[CH:22][CH:21]=3)[C:18]=1[NH:26][CH2:27][CH:28]([OH:30])[CH3:29])=[O:13])[CH2:8]2. Reported procedure: 5-(2-Hydroxy-propylamino)-1-phenyl-1H-pyrazole-4-carboxylic acid adamantan-2-ylamide was prepared using Procedure A from 5-chloro-1-phenyl-1H-pyrazole-4-carboxylic acid adamantan-2-ylamide (Intermediate 3) and 1-amino-2-propanol. Mass spectrum (ES) MH+=395. Starting materials: OC=C1C(NC2=CC(=CC=C12)C(=O)C=1C=C(C=CC1)NC(C1=C(C=CC=C1)C)=O)=O (N-[3-(3-Hydroxymethylene-2-oxo-2,3-dihydro-1H-indole-6-carbonyl)-phenyl]-2-methyl-benzamide), C1CCOC1 (THF), N1(CCCC1)CC1=CC=C(C=C1)N (4-Pyrrolidin-1-ylmethyl-phenylamine). The solvent is CCOC(=O)C (EtOAc), CCCCCC (Hexane). Run at temperature 65 celsius, time 24 hour. Product: CC1=C(C(=O)NC2=CC(=CC=C2)C(=O)C2=CC=C3C(C(NC3=C2)=O)=CNC2=CC=C(C=C2)CN2CCCC2)C=CC=C1 (2-Methyl-N-(3-{2-oxo-3-[(4-pyrrolidin-1-ylmethyl-phenylamino)-methylene]-2,3-dihydro-1H-indole-6-carbonyl}-phenyl)-benzamide). Yield: 56.0%. Reaction SMILES: O[CH:2]=[C:3]1[C:11]2[C:6](=[CH:7][C:8]([C:12]([C:14]3[CH:15]=[C:16]([NH:20][C:21](=[O:29])[C:22]4[CH:27]=[CH:26][CH:25]=[CH:24][C:23]=4[CH3:28])[CH:17]=[CH:18][CH:19]=3)=[O:13])=[CH:9][CH:10]=2)[NH:5][C:4]1=[O:30].C1COCC1.[N:36]1([CH2:41][C:42]2[CH:47]=[CH:46][C:45]([NH2:48])=[CH:44][CH:43]=2)[CH2:40][CH2:39][CH2:38][CH2:37]1>CCOC(C)=O.CCCCCC>[CH3:28][C:23]1[CH:24]=[CH:25][CH:26]=[CH:27][C:22]=1[C:21]([NH:20][C:16]1[CH:17]=[CH:18][CH:19]=[C:14]([C:12]([C:8]2[CH:7]=[C:6]3[C:11]([C:3](=[CH:2][NH:48][C:45]4[CH:44]=[CH:43][C:42]([CH2:41][N:36]5[CH2:40][CH2:39][CH2:38][CH2:37]5)=[CH:47][CH:46]=4)[C:4](=[O:30])[NH:5]3)=[CH:10][CH:9]=2)=[O:13])[CH:15]=1)=[O:29]. Procedure details: A small screw cap test tube was charged with N-[3-(3-Hydroxymethylene-2-oxo-2,3-dihydro-1H-indole-6-carbonyl)-phenyl]-2-methyl-benzamide (prepared below, 100 mg, 0.251 mmol) and THF (2.5 mL). To the resulting solution was added 4-Pyrrolidin-1-ylmethyl-phenylamine (44.2 mg, 0.251 mmol), and the mixture was stirred for 24 h at 65° C. Subsequently, the reaction mixture was cooled to room temperature and diluted with EtOAc (˜5 mL) and Hexane (˜40 mL). The precipitate that formed was collected by fil... The reactants are FC1=C(C=CC(=C1)[N+](=O)[O-])C1(CC1)C(=O)OC(C)(C)C (t-butyl 1-(2-fluoro-4-nitrophenyl)cyclopropane-1-carboxylate). Reagents/catalysts: [Pd] (palladium). The solvent is CO (methanol). Conditions: time 2 hour. Yields the product NC1=CC(=C(C=C1)C1(CC1)C(=O)OC(C)(C)C)F (t-butyl 1-(4-amino-2-fluorophenyl)cyclopropane-1-carboxylate). Reaction SMILES: [F:1][C:2]1[CH:7]=[C:6]([N+:8]([O-])=O)[CH:5]=[CH:4][C:3]=1[C:11]1([C:14]([O:16][C:17]([CH3:20])([CH3:19])[CH3:18])=[O:15])[CH2:13][CH2:12]1>[Pd].CO>[NH2:8][C:6]1[CH:5]=[CH:4][C:3]([C:11]2([C:14]([O:16][C:17]([CH3:19])([CH3:18])[CH3:20])=[O:15])[CH2:13][CH2:12]2)=[C:2]([F:1])[CH:7]=1. Procedure: A suspension of t-butyl 1-(2-fluoro-4-nitrophenyl)cyclopropane-1-carboxylate (110 mg) and palladium catalyst (10% on charcoal, 11 mg) in methanol (5 mL) was hydrogenated at 1 atm for 2 hours at room temperature. After filtration of the catalyst, the filtrate was concentrated in vacuo to give t-butyl 1-(4-amino-2-fluorophenyl)cyclopropane-1-carboxylate. To a solution of crude t-butyl 1-(4-amino-2-fluorophenyl)cyclopropane-1-carboxylate thus obtained in tetrahydrofuran (5 mL) was added sodium hydr... Starting materials: [Br-], C[S-], CCCC[N+](CCCC)(CCCC)CCCC, Cc1ccccc1, CCCCOC(=O)c1ccc(C(F)(F)F)cc1[N+](=O)[O-], [Na+], O. The product is CCCCOC(=O)c1ccc(C(F)(F)F)cc1SC. As a reaction SMILES: [Br-:25].[CH3:1][S-:2].[CH3:26][CH2:27][CH2:28][CH2:29][N+:30]([CH2:31][CH2:32][CH2:33][CH3:34])([CH2:35][CH2:36][CH2:37][CH3:38])[CH2:39][CH2:40][CH2:41][CH3:42].[CH3:43][c:44]1[cH:45][cH:46][cH:47][cH:48][cH:49]1.[N+:4]([O-:5])(=[O:6])[c:7]1[c:8]([C:9](=[O:10])[O:11][CH2:12][CH2:13][CH2:14][CH3:15])[cH:16][cH:17][c:18]([C:20]([F:21])([F:22])[F:23])[cH:19]1.[Na+:3].[OH2:24]>>[CH3:1][S:2][c:7]1[c:8]([C:9](=[O:10])[O:11][CH2:12][CH2:13][CH2:14][CH3:15])[cH:16][cH:17][c:18]([C:20]([F:21])([F:22])[F:23])[cH:19]1. As a reaction SMILES: [BH4-:44].[CH3:46][CH:47]([OH:48])[CH3:49].[N:1](=[N+:2]=[N-:3])[c:4]1[c:5]2[n:6][cH:7][n:8]([CH:14]3[CH:15]([O:16][CH2:17][c:18]4[cH:19][cH:20][cH:21][cH:22][cH:23]4)[CH:24]([O:25][CH2:26][c:27]4[cH:28][cH:29][cH:30][cH:31][cH:32]4)[CH:33]([CH2:35][O:36][CH2:37][c:38]4[cH:39][cH:40][cH:41][cH:42][cH:43]4)[O:34]3)[c:9]2[n:10][c:11]([F:13])[n:12]1.[Na+:45].[OH2:50]>>[NH2:1][c:4]1[c:5]2[n:6][cH:7][n:8]([CH:14]3[CH:15]([O:16][CH2:17][c:18]4[cH:19][cH:20][cH:21][cH:22][cH:23]4)[CH:24]([O:25][CH2:26][c:27]4[cH:28][cH:29][cH:30][cH:31][cH:32]4)[CH:33]([CH2:35][O:36][CH2:37][c:38]4[cH:39][cH:40][cH:41][cH:42][cH:43]4)[O:34]3)[c:9]2[n:10][c:11]([F:13])[n:12]1. Yields the product Nc1nc(F)nc2c1ncn2C1OC(COCc2ccccc2)C(OCc2ccccc2)C1OCc1ccccc1. Reactants: [BH4-], CC(C)O, [N-]=[N+]=Nc1nc(F)nc2c1ncn2C1OC(COCc2ccccc2)C(OCc2ccccc2)C1OCc1ccccc1, [Na+], O. The reactants are [Al] (aluminum), C=C (ethylene), Al2(SO4)3, C(=O)([O-])[O-].C(=O)([O-])[O-].OO.OO.OO.[Na+].[Na+].[Na+].[Na+] (sodium percarbonate), [Al+3].C(C)P([O-])(=O)CC.C(C)P([O-])(=O)CC.C(C)P([O-])(=O)CC (diethylphosphinic acid aluminum(III) salt), C=C (ethylene), C(=O)([O-])[O-].C(=O)([O-])[O-].OO.OO.OO.[Na+].[Na+].[Na+].[Na+] (sodium percarbonate), C(C)(=O)N(CCN(C(C)=O)C(C)=O)C(C)=O (tetraacetylethylenediamine), aqueous solution, O.[PH2](=O)[O-].[Na+] (sodium hypophosphite monohydrate), steel, C=C (ethylene), C(C)(=O)N(CCN(C(C)=O)C(C)=O)C(C)=O (tetraacetylethylenediamine). Solvent: O (water), O (H2O), O (water). Reaction conditions: temperature 100 celsius. Yields the product [Al+3].C(C)P([O-])[O-].C(C)P([O-])[O-].C(C)P([O-])[O-].[Al+3] (ethylphosphonous acid aluminum(III) salt). Isolated yield 95.9%. Reaction SMILES: O.[PH2]([O-])=O.[Na+].C=C.C([O-])([O-])=O.C([O-])([O-])=O.OO.OO.OO.[Na+].[Na+].[Na+].[Na+].C(N(C(=O)C)CCN(C(=O)C)C(=O)C)(=O)C.[Al:42].[Al+3].[CH2:44]([P:46](CC)(=[O:48])[O-:47])[CH3:45].[CH2:51]([P:53](CC)(=[O:55])[O-:54])[CH3:52].[CH2:58]([P:60](CC)(=[O:62])[O-:61])[CH3:59]>O>[Al+3:42].[CH2:44]([P:46]([O-:48])[O-:47])[CH3:45].[CH2:51]([P:53]([O-:55])[O-:54])[CH3:52].[CH2:58]([P:60]([O-:62])[O-:61])[CH3:59].[Al+3:42] |f:0.1.2,4.5.6.7.8.9.10.11.12,15.16.17.18,20.21.22.23.24|. Procedure: 1500 g (14 mol) of sodium hypophosphite monohydrate are dissolved in 7.5 kg of water and initially charged in a 16 l steel-enamel jacketed pressure reactor. After heating the reaction mixture to 100° C., a reducing valve set to 6 bar is used to introduce ethylene into the reactor up to saturation. While stirring constantly at an ethylene pressure of 6 bar and a temperature of 100-110° C., a solution of 22 g (1 mol %) of sodium percarbonate and 16 g of tetraacetylethylenediamine in 300 g of water...